Dataset: the Open Reaction Database (ORD), a public repository of structured organic reaction records. Task: describe an organic reaction: reactants, conditions, products, and yield The reactants are Oc1ccccc1Br, CC(C)CCBr, O=C([O-])[O-], CC#N, [K+], [K+]. The product is CC(C)CCOc1ccccc1Br. Reaction SMILES: [Br:1][c:2]1[c:3]([OH:8])[cH:4][cH:5][cH:6][cH:7]1.[Br:9][CH2:10][CH2:11][CH:12]([CH3:13])[CH3:14].[C:15](=[O:16])([O-:17])[O-:18].[CH3:21][C:22]#[N:23].[K+:19].[K+:20]>>[Br:1][c:2]1[c:3]([O:8][CH2:10][CH2:11][CH:12]([CH3:13])[CH3:14])[cH:4][cH:5][cH:6][cH:7]1. Reactants: CC(C)(C)O, C1CCOC1, CC=C(C)C, [O-][Cl+][O-], CN(C)S(=O)(=O)c1nc(Cl)c(C=O)n1COCC[Si](C)(C)C, [Na+], O. Yields the product CN(C)S(=O)(=O)c1nc(Cl)c(C(=O)O)n1COCC[Si](C)(C)C. As a reaction SMILES: [C:38]([OH:39])([CH3:40])([CH3:41])[CH3:42].[CH2:33]1[O:34][CH2:35][CH2:36][CH2:37]1.[CH3:27][C:28](=[CH:29][CH3:30])[CH3:31].[Cl+:1]([O-:2])[O-:3].[Cl:5][c:6]1[n:7][c:8]([S:21](=[O:22])(=[O:23])[N:24]([CH3:25])[CH3:26])[n:9]([CH2:13][O:14][CH2:15][CH2:16][Si:17]([CH3:18])([CH3:19])[CH3:20])[c:10]1[CH:11]=[O:12].[Na+:4].[OH2:32]>>[OH:2][C:11]([c:10]1[c:6]([Cl:5])[n:7][c:8]([S:21](=[O:22])(=[O:23])[N:24]([CH3:25])[CH3:26])[n:9]1[CH2:13][O:14][CH2:15][CH2:16][Si:17]([CH3:18])([CH3:19])[CH3:20])=[O:12].